This data is from the Open Reaction Database (ORD), a public repository of structured organic reaction records. The task is: describe an organic reaction: reactants, conditions, products, and yield Reactants: [Br-], Br, ClC(Cl)(Cl)Cl, CCC(=O)c1cccs1, S=C=S, CCO. The product is CC(Br)C(=O)c1cccs1. RXN SMILES: [Br-:11].[Br:10].[C:15]([Cl:16])([Cl:17])([Cl:18])[Cl:19].[C:1]([CH2:2][CH3:3])(=[O:4])[c:5]1[s:6][cH:7][cH:8][cH:9]1.[C:20](=[S:21])=[S:22].[CH3:12][CH2:13][OH:14]>>[C:1]([CH:2]([CH3:3])[Br:11])(=[O:4])[c:5]1[s:6][cH:7][cH:8][cH:9]1. The reactants are ClC=1C=C(C=CC1Cl)C12CN(CC2C1C=O)C(=O)OC(C)(C)C (tert-butyl 1-(3,4-dichlorophenyl)-6-formyl-3-azabicyclo[3.1.0]hexane-3-carboxylate), C1(C=CC(N1)=O)=O (maleimide), ClC=1C=C(N)C=CC1Cl (3,4-dichloroaniline), N1=CC=CC=C1 (pyridine), Cl.CON (O-methylhydroxylamine hydrochloride). Run in C(C)O (ethanol). The product is ClC=1C=C(C=CC1Cl)C12CN(CC2C1C=NOC)C(=O)OC(C)(C)C (tert-butyl 1-(3,4-dichlorophenyl)-6-((methoxyimino)methyl)-3-azabicyclo[3.1.0]hexane-3-carboxylate). Isolated yield 90.0%. Reaction SMILES: [Cl:1][C:2]1[CH:3]=[C:4]([C:9]23[CH:14]([CH:15]=O)[CH:13]2[CH2:12][N:11]([C:17]([O:19][C:20]([CH3:23])([CH3:22])[CH3:21])=[O:18])[CH2:10]3)[CH:5]=[CH:6][C:7]=1[Cl:8].C1(=O)NC(=O)C=C1.ClC1C=C(C=CC=1Cl)N.N1C=CC=CC=1.Cl.[CH3:47][O:48][NH2:49]>C(O)C>[Cl:1][C:2]1[CH:3]=[C:4]([C:9]23[CH:14]([CH:15]=[N:49][O:48][CH3:47])[CH:13]2[CH2:12][N:11]([C:17]([O:19][C:20]([CH3:23])([CH3:21])[CH3:22])=[O:18])[CH2:10]3)[CH:5]=[CH:6][C:7]=1[Cl:8] |f:4.5|. Procedure details: To a solution of tert-butyl 1-(3,4-dichlorophenyl)-6-formyl-3-azabicyclo[3.1.0]hexane-3-carboxylate (2.50 g, 7.02 mmol, prepared from maleimide and 3,4-dichloroaniline according to the methods described in WO 2009141412 and WO 2008074716), in ethanol (40 mL) under nitrogen atmosphere, were added pyridine (2.82 mL, 35.04 mmol) and O-methylhydroxylamine hydrochloride (1.17 g, 14.01 mmol). The reaction mixture was refluxed for 5 h. After completion of the reaction as confirmed by TLC, the solvent w...